describe an organic reaction: reactants, conditions, products, and yield From a dataset of the Open Reaction Database (ORD), a public repository of structured organic reaction records. Starting materials: CC(C)(CC(CC)=O)C1=CC=CC=C1 (2-methyl-2-phenyl-4-hexanone), C(C(C)(C)C1=CC=CC=C1)[Mg]Cl (neophylmagnesium chloride), C(CC)(=O)OC(CC)=O (propionic anhydride), C(CC)(=O)OC(CC)=O (propionic anhydride), C(CC)(=O)OC(CC)=O (propionic anhydride), [Cl-] (chloride), C(CC)(=O)OC(CC)=O (propionic anhydride). Reagents/catalysts: cuprous chloride. Run in C(C)OCC (diethylether), C1(=CC=CC=C1)C (toluene). The product is CC(CO)(C=CCC)C1=CC=CC=C1 (2-METHYL-2-PHENYLHEXENOL). As a reaction SMILES: [CH3:1][C:2]([C:9]1[CH:14]=[CH:13][CH:12]=[CH:11][CH:10]=1)([CH2:4][C:5](=O)[CH2:6][CH3:7])[CH3:3].C(OC(=O)CC)(=[O:18])CC.[Cl-].C([Mg]Cl)C(C1C=CC=CC=1)(C)C>C1(C)C=CC=CC=1.C(OCC)C>[CH3:1][C:2]([C:9]1[CH:14]=[CH:13][CH:12]=[CH:11][CH:10]=1)([CH:4]=[CH:5][CH2:6][CH3:7])[CH2:3][OH:18]. Procedure details: A process for preparing 2-methyl-2-phenyl-4-hexanone having the structure: ##STR47## comprising the step of intimately admixing propionic anhydride having the structure: ##STR48## with neophymagnesium chloride having the structure: ##STR49## in the presence of an inert solvent selected from the group consisting of diethylether, toluene and tetrahydrufuran, the reaction taking place in the presence of or in the absence of a cuprous chloride catalyst; the mole ratio of propionic anhydride:neophylm... The reactants are C(C(=C)C)(=O)[O-] (methacrylate), C(C1=CC=CC=C1)(=O)C1=CC=CC=C1 (benzophenone), C(C=C)(=O)O (acrylic acid), OC1=CC=C(C(=O)C2=CC=CC=C2)C=C1 (4-hydroxybenzophenone), [OH-].C(CCC)[N+](CCCC)(CCCC)CCCC (tetrabutylammonium hydroxide), C(C=C)(=O)[O-] (acrylate), CC(C)=C.CC1=CC=C(C=C)C=C1.BrCC1=CC=C(C=C)C=C1 (isobutylene para-methylstyrene para-bromomethylstyrene). Run in O (water), CO (methanol). Reaction conditions: time 8 hour. Product: tetrabutylammonium salt, C(C=C)(=O)O (acrylic acid), C(C(=C)C)(=O)O (methacrylic acid). RXN SMILES: [C:1]([O-:5])(=[O:4])[CH:2]=[CH2:3].[C:6]([O-])(=O)C(C)=C.C(C1C=CC=CC=1)(=O)C1C=CC=CC=1.CC(=C)C.CC1C=CC(C=C)=CC=1.BrCC1C=CC(C=C)=CC=1.[OH-].C([N+](CCCC)(CCCC)CCCC)CCC.C(O)(=O)C=C.OC1C=CC(C(C2C=CC=CC=2)=O)=CC=1>O.CO>[C:1]([OH:5])(=[O:4])[CH:2]=[CH2:3].[C:1]([OH:5])(=[O:4])[C:2]([CH3:6])=[CH2:3] |f:3.4.5,6.7|. Procedure details: Terpolymer derivatives having either acrylate or methacrylate units and benzophenone moieties substituted on the isobutylene/para-methylstyrene/para-bromomethylstyrene were then prepared. A 5000 ml glass-jacketed reaction vessel fitted with an overhead stirrer, a hose connector and septum was purged with nitrogen. At room temperature under nitrogen, the vessel was charged with toluene (2500 ml) and 450 g of the base isobutylenelparamethylstyrene/para-bromomethylstyrene terpolymer above comprisin... Reactants: BrCc1ccccc1, O=C([O-])[O-], CCCc1nc2c(n1Cc1ccc(-c3ccccc3-c3nnnn3C(c3ccccc3)(c3ccccc3)c3ccccc3)cc1)C(C(=O)OCC)NCC2, CN(C)C=O, CCOC(C)=O, [K+], [K+]. Product: CCCc1nc2c(n1Cc1ccc(-c3ccccc3-c3nnnn3C(c3ccccc3)(c3ccccc3)c3ccccc3)cc1)C(C(=O)OCC)N(Cc1ccccc1)CC2. As a reaction SMILES: [Br:61][CH2:62][c:63]1[cH:64][cH:65][cH:66][cH:67][cH:68]1.[C:55](=[O:56])([O-:57])[O-:58].[CH2:1]([CH2:2][CH3:3])[c:4]1[n:5][c:6]2[c:7]([n:17]1[CH2:18][c:19]1[cH:20][cH:21][c:22](-[c:25]3[c:26](-[c:31]4[n:32][n:33][n:34][n:35]4[C:36]([c:37]4[cH:38][cH:39][cH:40][cH:41][cH:42]4)([c:43]4[cH:44][cH:45][cH:46][cH:47][cH:48]4)[c:49]4[cH:50][cH:51][cH:52][cH:53][cH:54]4)[cH:27][cH:28][cH:29][cH:30]3)[cH:23][cH:24]1)[CH:8]([C:12](=[O:13])[O:14][CH2:15][CH3:16])[NH:9][CH2:10][CH2:11]2.[CH3:69][N:70]([CH3:71])[CH:72]=[O:73].[CH3:74][CH2:75][O:76][C:77](=[O:78])[CH3:79].[K+:59].[K+:60]>>[CH2:1]([CH2:2][CH3:3])[c:4]1[n:5][c:6]2[c:7]([n:17]1[CH2:18][c:19]1[cH:20][cH:21][c:22](-[c:25]3[c:26](-[c:31]4[n:32][n:33][n:34][n:35]4[C:36]([c:37]4[cH:38][cH:39][cH:40][cH:41][cH:42]4)([c:43]4[cH:44][cH:45][cH:46][cH:47][cH:48]4)[c:49]4[cH:50][cH:51][cH:52][cH:53][cH:54]4)[cH:27][cH:28][cH:29][cH:30]3)[cH:23][cH:24]1)[CH:8]([C:12](=[O:13])[O:14][CH2:15][CH3:16])[N:9]([CH2:62][c:63]1[cH:64][cH:65][cH:66][cH:67][cH:68]1)[CH2:10][CH2:11]2. Starting materials: FC1=CC=C(C=C1)NC(=O)C=1C=NC(=NC1)OCC(=O)O ([5-(4-fluorophenylcarbamoyl)pyrimidin-2-yloxy]acetic acid), CC=1N(C(=CC1)C)C1=NC=CC=C1O (2-(2,5-dimethylpyrrol-1-yl)pyridin-3-ol), alcohol. Yields the product CC=1N(C(=CC1)C)C1=NC=CC=C1OC(COC1=NC=C(C=N1)C(NC1=CC=C(C=C1)F)=O)=O ([5-(4-Fluorophenylcarbamoyl)pyrimidin-2-yloxy]acetic acid 2-(2,5-dimethylpyrrol-1-yl)pyridin-3-yl ester). The yield is 28.0%. Reaction SMILES: [F:1][C:2]1[CH:7]=[CH:6][C:5]([NH:8][C:9]([C:11]2[CH:12]=[N:13][C:14]([O:17][CH2:18][C:19]([OH:21])=[O:20])=[N:15][CH:16]=2)=[O:10])=[CH:4][CH:3]=1.[CH3:22][C:23]1[N:24]([C:29]2[C:34](O)=[CH:33][CH:32]=[CH:31][N:30]=2)[C:25]([CH3:28])=[CH:26][CH:27]=1>>[CH3:28][C:25]1[N:24]([C:29]2[C:34]([O:20][C:19](=[O:21])[CH2:18][O:17][C:14]3[N:13]=[CH:12][C:11]([C:9](=[O:10])[NH:8][C:5]4[CH:4]=[CH:3][C:2]([F:1])=[CH:7][CH:6]=4)=[CH:16][N:15]=3)=[CH:33][CH:32]=[CH:31][N:30]=2)[C:23]([CH3:22])=[CH:27][CH:26]=1. Reported procedure: The titled compound was prepared from [5-(4-fluorophenylcarbamoyl)pyrimidin-2-yloxy]acetic acid using 2-(2,5-dimethylpyrrol-1-yl)pyridin-3-ol (32 mg, 0.17 mmol) as the source alcohol. Chromatographic (30–40% ethyl acetate/hexane) purification yielded 22 mg (28%) of the titled compound. ESI-MS t/z 462 (MH+), 460 (M−H−). Starting materials: [N+](=O)([O-])C=1C=NC2=CC=CC=C2C1O (3-nitro-quinolin-4-ol), CN(C)C=O (DMF), [Si](C)(C)(C(C)(C)C)OCCCN (3-{[tert-butyl(dimethyl)silyl]oxy}propan-1-amine), S(=O)(Cl)Cl (thionyl chloride). Run in C(Cl)Cl (DCM), CCN(CC)CC (Et3N). Conditions: temperature 0 celsius, time 2 hour. Product: [Si](C)(C)(C(C)(C)C)OCCCNC1=C(C=NC2=CC=CC=C12)[N+](=O)[O-] (N-(3-{[tert-Butyl(dimethyl)silyl]oxy}propyl)-3-nitroquinolin-4-amine). The yield is 91.5%. RXN SMILES: [N+:1]([C:4]1[CH:5]=[N:6][C:7]2[C:12]([C:13]=1O)=[CH:11][CH:10]=[CH:9][CH:8]=2)([O-:3])=[O:2].CN(C=O)C.S(Cl)(Cl)=O.[Si:24]([O:31][CH2:32][CH2:33][CH2:34][NH2:35])([C:27]([CH3:30])([CH3:29])[CH3:28])([CH3:26])[CH3:25]>C(Cl)Cl.CCN(CC)CC>[Si:24]([O:31][CH2:32][CH2:33][CH2:34][NH:35][C:13]1[C:12]2[C:7](=[CH:8][CH:9]=[CH:10][CH:11]=2)[N:6]=[CH:5][C:4]=1[N+:1]([O-:3])=[O:2])([C:27]([CH3:29])([CH3:30])[CH3:28])([CH3:26])[CH3:25]. Reported procedure: To a stirred solution of 3-nitro-quinolin-4-ol (5 g) in DCM (70 mL) was added DMF (2.3 mL) then thionyl chloride (2.1 mL) and the reaction mixture was refluxed for 3 h. The solution was cooled to 0° C. and 3-{[tert-butyl(dimethyl)silyl]oxy}propan-1-amine (6 g) was added followed by dropwise addition of Et3N (12 mL). The reaction mixture was stirred at rt for 2 h, then partitioned between DCM and saturated NaHCO3 solution. The organic layer was washed with water, dried, and the solvent evaporated... Isolated yield 84.7%. The reactants are ClC1=CC=C(C(=N1)C(=O)O)C (6-chloro-3-methyl-pyridine-2-carboxylic acid), CN(C)C=O (DMF), C(C(=O)Cl)(=O)Cl (oxalyl chloride), NC1=C(C=C(C(=O)OCC)C=C1C)C (ethyl 4-amino-3,5-dimethyl-benzoate), N1=CC=CC=C1 (Pyridine). Reaction SMILES: [Cl:1][C:2]1[N:7]=[C:6]([C:8]([OH:10])=O)[C:5]([CH3:11])=[CH:4][CH:3]=1.CN(C=O)C.C(Cl)(=O)C(Cl)=O.[NH2:23][C:24]1[C:34]([CH3:35])=[CH:33][C:27]([C:28]([O:30][CH2:31][CH3:32])=[O:29])=[CH:26][C:25]=1[CH3:36].N1C=CC=CC=1>C1COCC1.C(Cl)Cl.CN(C)C1C=CN=CC=1>[Cl:1][C:2]1[N:7]=[C:6]([C:8]([NH:23][C:24]2[C:25]([CH3:36])=[CH:26][C:27]([C:28]([O:30][CH2:31][CH3:32])=[O:29])=[CH:33][C:34]=2[CH3:35])=[O:10])[C:5]([CH3:11])=[CH:4][CH:3]=1. Procedure: To a solution of 6-chloro-3-methyl-pyridine-2-carboxylic acid (465 mg, 2.71 mmol) in THF (5 ml), CH2Cl2 (5 ml) and DMF (0.01 ml, 129.33 moles) is added dropwise oxalyl chloride (0.3 ml, 3.46 mmoles) at 0° C. and reaction mixture is slowly allowed to warm to ambient temperature. After 2 hours, the solvent is removed under reduced pressure and the residue. To the residue CH2Cl2 (20 ml) is added and reaction mixture is cooled to 0° C., then ethyl 4-amino-3,5-dimethyl-benzoate (520 mg, 2.69 mmol) is... Reagents/catalysts: CN(C1=CC=NC=C1)C (N,N-dimethylpyridin-4-amine). Conditions: time 2 hour. The solvent is C1CCOC1 (THF), C(Cl)Cl (CH2Cl2). Yields the product ClC1=CC=C(C(=N1)C(=O)NC1=C(C=C(C(=O)OCC)C=C1C)C)C (ethyl 4-[(6-chloro-3-methyl-pyridine-2-carbonyl)amino]-3,5-dimethyl-benzoate). The reactants are NC1=NNC=C1C(=O)N (3-Amino-1H-pyrazole-4-carboxamide), [O-]P(=O)([O-])[O-].[K+].[K+].[K+] (K3PO4), BrC1=CC=CC=C1 (bromobenzene), C(C)(C)(C)P(C1=C(C(=C(C(=C1C)C)C)C)C1=C(C=C(C=C1C(C)C)C(C)C)C(C)C)C(C)(C)C (2-di-t-butylphosphino-3,4,5,6-tetramethyl-2′,4′,6′-tri-i-propylbiphenyl). Reagents/catalysts: C=1C=CC(=CC1)/C=C/C(=O)/C=C/C2=CC=CC=C2.C=1C=CC(=CC1)/C=C/C(=O)/C=C/C2=CC=CC=C2.C=1C=CC(=CC1)/C=C/C(=O)/C=C/C2=CC=CC=C2.[Pd].[Pd] (Pd2(dba)3). Solvent: CO (MeOH), CC(C)O (2-propanol), O (water). Reaction conditions: temperature 80 celsius, time 12 hour. Product: C1(=CC=CC=C1)NC1=NNC=C1C(=O)N (3-(Phenylamino)-1H pyrazole-4-carboxamide). RXN SMILES: [NH2:1][C:2]1[C:6]([C:7]([NH2:9])=[O:8])=[CH:5][NH:4][N:3]=1.[O-]P([O-])([O-])=O.[K+].[K+].[K+].Br[C:19]1[CH:24]=[CH:23][CH:22]=[CH:21][CH:20]=1.C(P(C(C)(C)C)C1C(C)=C(C)C(C)=C(C)C=1C1C(C(C)C)=CC(C(C)C)=CC=1C(C)C)(C)(C)C>CO.C1C=CC(/C=C/C(/C=C/C2C=CC=CC=2)=O)=CC=1.C1C=CC(/C=C/C(/C=C/C2C=CC=CC=2)=O)=CC=1.C1C=CC(/C=C/C(/C=C/C2C=CC=CC=2)=O)=CC=1.[Pd].[Pd].O.CC(O)C>[C:19]1([NH:1][C:2]2[C:6]([C:7]([NH2:9])=[O:8])=[CH:5][NH:4][N:3]=2)[CH:24]=[CH:23][CH:22]=[CH:21][CH:20]=1 |f:1.2.3.4,8.9.10.11.12|. Procedure details: 3-Amino-1H-pyrazole-4-carboxamide (19.8 g, 157 mmol), K3PO4 (66.7 g, 314 mmol), bromobenzene (23.2 mL, 220 mmol) and 2-propanol (785 mL) were combined in a round bottom flask and purged with a stream of N2 gas for 40 minutes. Pd2(dba)3 (1.80 g, 1.96 mmol) and 2-di-t-butylphosphino-3,4,5,6-tetramethyl-2′,4′,6′-tri-i-propylbiphenyl (3.77 g, 7.85 mmol) were added and the reaction was purged for an additional 5 minutes. The reaction mixture was then heated to 80° C. and allowed to stir under a N2 at... Starting materials: C(C1=CC=CC=C1)OC1=NC2=CC=CN=C2C(=C1[N+](=O)[O-])N (benzyloxy-3-nitro[1,5]naphthyridin-4-amine), ( 7 ), C(C1=CC=CC=C1)OC1=NC2=CC=CC=C2C(=C1[N+](=O)[O-])N (benzyloxy-3-nitroquinolin-4-amine). Product: C(C1=CC=CC=C1)OC1=NC2=CC=CC=C2C(=C1N)N (benzyloxyquinoline-3,4-diamine), C(C1=CC=CC=C1)OC1=NC2=CC=CN=C2C(=C1N)N (benzyloxy[1,5]naphthyridine-3,4-diamine). RXN SMILES: [CH2:1]([O:8][C:9]1[C:18]([N+:19]([O-])=O)=[C:17]([NH2:22])[C:16]2[C:11](=[CH:12][CH:13]=[CH:14][CH:15]=2)[N:10]=1)[C:2]1[CH:7]=[CH:6][CH:5]=[CH:4][CH:3]=1.[CH2:23]([O:30][C:31]1[C:40]([N+:41]([O-])=O)=[C:39]([NH2:44])[C:38]2[C:33](=[CH:34][CH:35]=[CH:36][N:37]=2)[N:32]=1)[C:24]1[CH:29]=[CH:28][CH:27]=[CH:26][CH:25]=1>>[CH2:1]([O:8][C:9]1[C:18]([NH2:19])=[C:17]([NH2:22])[C:16]2[C:11](=[CH:12][CH:13]=[CH:14][CH:15]=2)[N:10]=1)[C:2]1[CH:7]=[CH:6][CH:5]=[CH:4][CH:3]=1.[CH2:23]([O:30][C:31]1[C:40]([NH2:41])=[C:39]([NH2:44])[C:38]2[C:33](=[CH:34][CH:35]=[CH:36][N:37]=2)[N:32]=1)[C:24]1[CH:29]=[CH:28][CH:27]=[CH:26][CH:25]=1. Procedure: In steps (6) and (7) of Reaction Scheme IV, the hydroxy group of a benzyloxy-3-nitroquinolin-4-amine or benzyloxy-3-nitro[1,5]naphthyridin-4-amine of Formula XL is protected to provide a compound of Formula XLI, which is reduced to provide a benzyloxyquinoline-3,4-diamine or benzyloxy[1,5]naphthyridine-3,4-diamine of Formula XLII. Steps (6) and (7) of Reaction Scheme IV can be carried out according to the methods described in steps (2) and (3) of Reaction Scheme I. The reactants are ClC1=C(C(=O)NCCNC(OC(C)(C)C)=O)C=CC=C1 (tert-Butyl {2-[(2-chlorobenzoyl)amino]ethyl}carbamate), O1CCOCC1.Cl (hydrogen chloride dioxane). The solvent is O1CCOCC1 (dioxane). The product is Cl.NCCNC(C1=C(C=CC=C1)Cl)=O (N-(2-aminoethyl)-2-chlorobenzamide hydrochloride). Reaction SMILES: [Cl:1][C:2]1[CH:20]=[CH:19][CH:18]=[CH:17][C:3]=1[C:4]([NH:6][CH2:7][CH2:8][NH:9]C(=O)OC(C)(C)C)=[O:5].O1CCOCC1.Cl>O1CCOCC1>[ClH:1].[NH2:9][CH2:8][CH2:7][NH:6][C:4](=[O:5])[C:3]1[CH:17]=[CH:18][CH:19]=[CH:20][C:2]=1[Cl:1] |f:1.2,4.5|. Procedure: tert-Butyl {2-[(2-chlorobenzoyl)amino]ethyl}carbamate was dissolved in dioxane and a 4M hydrogen chloride dioxane solution was added thereto. The whole was stirred at room temperature to obtain N-(2-aminoethyl)-2-chlorobenzamide hydrochloride.